This data is from the Open Reaction Database (ORD), a public repository of structured organic reaction records. The task is: describe an organic reaction: reactants, conditions, products, and yield The reactants are C1(=CC=CC=C1)C1=C(N(C2=CC=CC=C12)S(=O)(=O)C1=CC=C(C=C1)C)CO ([3-phenyl-1-(toluene-4-sulfonyl)-1H-indol-2-yl]methanol), C1(=CC=CC=C1)P(C1=CC=CC=C1)C1=CC=CC=C1 (triphenylphosphine), C1CC(=O)N(C1=O)Br (NBS). Solvent: C(Cl)Cl (DCM). Reaction conditions: time 2 hour. Product: BrCC=1N(C2=CC=CC=C2C1C1=CC=CC=C1)S(=O)(=O)C1=CC=C(C=C1)C (2-Bromomethyl-3-phenyl-1-(toluene-4-sulfonyl)-1H-indole). Yield: 28.8%. Reaction SMILES: [C:1]1([C:7]2[C:15]3[C:10](=[CH:11][CH:12]=[CH:13][CH:14]=3)[N:9]([S:16]([C:19]3[CH:24]=[CH:23][C:22]([CH3:25])=[CH:21][CH:20]=3)(=[O:18])=[O:17])[C:8]=2[CH2:26]O)[CH:6]=[CH:5][CH:4]=[CH:3][CH:2]=1.C1(P(C2C=CC=CC=2)C2C=CC=CC=2)C=CC=CC=1.C1C(=O)N([Br:54])C(=O)C1>C(Cl)Cl>[Br:54][CH2:26][C:8]1[N:9]([S:16]([C:19]2[CH:20]=[CH:21][C:22]([CH3:25])=[CH:23][CH:24]=2)(=[O:17])=[O:18])[C:10]2[C:15]([C:7]=1[C:1]1[CH:2]=[CH:3][CH:4]=[CH:5][CH:6]=1)=[CH:14][CH:13]=[CH:12][CH:11]=2. Reported procedure: To a solution of [3-phenyl-1-(toluene-4-sulfonyl)-1H-indol-2-yl]methanol (1.31 g, 3.47 mmol) and triphenylphosphine (1.09 g, 4.16 mmol) in DCM (30 mL) at RT under a nitrogen atmosphere was added NBS (240 mg, 4.16 mmol) and stirring was continued for 2 h. Volatiles were removed under reduced pressure and the resulting residue was purified by column chromatography (Si—PCC, gradient 30-100% DCM in pentane) affording 2-Bromomethyl-3-phenyl-1-(toluene-4-sulfonyl)-1H-indole as a gum (440 mg, 29%). 1H ... Reactants: FC1=CC=C(C=C1)C1(CN(CC1)C(C1=CC(=C(C(=C1)OC)OC)OC)=O)CCCS(=O)(=O)[O-] (2-[3-(4-fluoro-phenyl)-1-(3,4,5-trimethoxy-benzoyl)-pyrrolidin-3-yl]-ethyl-methanesulfonate), Cl.N1(CCOCC1)C(=O)N.C1(=CC=CC=C1)C1(CCNCC1)C(=O)O (4-phenyl-piperidine-4-carboxylic acid morpholine-amide hydrochloride). The product is N1(CCOCC1)C(=O)N.FC1=CC=C(C=C1)C1(CN(CC1)C(C1=CC(=C(C(=C1)OC)OC)OC)=O)CCN1CCC(CC1)(C(=O)N)C1=CC=CC=C1 (1-[2-[3-(4-fluoro-phenyl)-1-(3,4,5-trimethoxy-benzoyl)-pyrrolidin-3-yl]-ethyl]-4-phenyl-piperidine-4-carboxylic acid amide morpholine-amide). RXN SMILES: [F:1][C:2]1[CH:7]=[CH:6][C:5]([C:8]2([CH2:27][CH2:28]CS([O-])(=O)=O)[CH2:12][CH2:11][N:10]([C:13](=[O:26])[C:14]3[CH:19]=[C:18]([O:20][CH3:21])[C:17]([O:22][CH3:23])=[C:16]([O:24][CH3:25])[CH:15]=3)[CH2:9]2)=[CH:4][CH:3]=1.Cl.[N:35]1([C:41]([NH2:43])=[O:42])[CH2:40][CH2:39][O:38][CH2:37][CH2:36]1.[C:44]1([C:50]2([C:56]([OH:58])=O)[CH2:55][CH2:54][NH:53][CH2:52][CH2:51]2)[CH:49]=[CH:48][CH:47]=[CH:46][CH:45]=1>>[N:35]1([C:41]([NH2:43])=[O:42])[CH2:40][CH2:39][O:38][CH2:37][CH2:36]1.[F:1][C:2]1[CH:7]=[CH:6][C:5]([C:8]2([CH2:27][CH2:28][N:53]3[CH2:52][CH2:51][C:50]([C:44]4[CH:45]=[CH:46][CH:47]=[CH:48][CH:49]=4)([C:56]([NH2:35])=[O:58])[CH2:55][CH2:54]3)[CH2:12][CH2:11][N:10]([C:13](=[O:26])[C:14]3[CH:19]=[C:18]([O:20][CH3:21])[C:17]([O:22][CH3:23])=[C:16]([O:24][CH3:25])[CH:15]=3)[CH2:9]2)=[CH:4][CH:3]=1 |f:1.2.3,4.5|. Procedure: Prepare by the method of example 88.6 using 2-[3-(4-fluoro-phenyl)-1-(3,4,5-trimethoxy-benzoyl)-pyrrolidin-3-yl]-ethyl-methanesulfonate and 4-phenyl-piperidine-4-carboxylic acid morpholine-amide hydrochloride to give the title compound: Rf =0.57 (silica gel, 10% methanol/dichloromethane). Reactants: CCCCCCCC(=O)C([NH3+])(C(=O)CCCCCCC)C(=O)CCCCCCC, CC(C)OC(=O)CC(=O)OC(C)C, C=CC1CC1, [Cl-], [K+], [OH-], O. Product: C=CC1CC1(C(=O)OC(C)C)C(=O)OC(C)C. RXN SMILES: [C:20]([C:21]([NH3+:22])([C:23](=[O:24])[CH2:25][CH2:26][CH2:27][CH2:28][CH2:29][CH2:30][CH3:31])[C:32](=[O:33])[CH2:34][CH2:35][CH2:36][CH2:37][CH2:38][CH2:39][CH3:40])(=[O:41])[CH2:42][CH2:43][CH2:44][CH2:45][CH2:46][CH2:47][CH3:48].[C:6]([CH2:7][C:8](=[O:9])[O:10][CH:11]([CH3:12])[CH3:13])(=[O:14])[O:15][CH:16]([CH3:17])[CH3:18].[CH:1](=[CH2:2])[CH:3]1[CH2:4][CH2:5]1.[Cl-:19].[K+:50].[OH-:49].[OH2:51]>>[CH:1](=[CH2:2])[CH:3]1[CH2:4][C:7]1([C:6](=[O:14])[O:15][CH:16]([CH3:17])[CH3:18])[C:8](=[O:9])[O:10][CH:11]([CH3:12])[CH3:13]. RXN SMILES: [CH3:1][O:2][c:3]1[cH:4][c:5]([C:6](=[O:7])[N:8]([c:9]2[c:10]([O:16][CH2:17][CH2:18][CH2:19][CH2:20][CH2:21][C:22](=[O:23])[N:24]3[CH2:25][CH2:26][N:27]([CH3:30])[CH2:28][CH2:29]3)[cH:11][c:12]([CH3:15])[cH:13][cH:14]2)[CH3:31])[cH:32][cH:33][c:34]1[N+:35]([O-:36])=[O:37].[CH3:38][CH2:39][OH:40].[CH3:41][CH2:42][O:43][C:44](=[O:45])[CH3:46].[Fe:47]>>[CH3:1][O:2][c:3]1[cH:4][c:5]([C:6](=[O:7])[N:8]([c:9]2[c:10]([O:16][CH2:17][CH2:18][CH2:19][CH2:20][CH2:21][C:22](=[O:23])[N:24]3[CH2:25][CH2:26][N:27]([CH3:30])[CH2:28][CH2:29]3)[cH:11][c:12]([CH3:15])[cH:13][cH:14]2)[CH3:31])[cH:32][cH:33][c:34]1[NH2:35]. Product: COc1cc(C(=O)N(C)c2ccc(C)cc2OCCCCCC(=O)N2CCN(C)CC2)ccc1N. Reactants: COc1cc(C(=O)N(C)c2ccc(C)cc2OCCCCCC(=O)N2CCN(C)CC2)ccc1[N+](=O)[O-], CCO, CCOC(C)=O, [Fe]. Starting materials: COCOc1ccc(C2(C)COc3cc(OCOC)ccc3C2(O)C#CCCCCCCCO[Si](C)(C)C(C)(C)C)cc1, [BH3-]C#N, ClCCCl, [I-], [I-], [Na+], O, [Zn+2]. Product: COCOc1ccc(C2(C)COc3cc(OCOC)ccc3C2C#CCCCCCCCO[Si](C)(C)C(C)(C)C)cc1. RXN SMILES: [C:1]([CH3:2])([CH3:3])([CH3:4])[Si:5]([O:6][CH2:7][CH2:8][CH2:9][CH2:10][CH2:11][CH2:12][CH2:13][C:14]#[C:15][C:16]1([OH:41])[C:17]([CH3:30])([c:31]2[cH:32][cH:33][c:34]([O:37][CH2:38][O:39][CH3:40])[cH:35][cH:36]2)[CH2:18][O:19][c:20]2[cH:21][c:22]([O:26][CH2:27][O:28][CH3:29])[cH:23][cH:24][c:25]21)([CH3:42])[CH3:43].[C:44]([BH3-:45])#[N:46].[Cl:49][CH2:50][CH2:51][Cl:52].[I-:53].[I-:55].[Na+:47].[OH2:48].[Zn+2:54]>>[C:1]([CH3:2])([CH3:3])([CH3:4])[Si:5]([O:6][CH2:7][CH2:8][CH2:9][CH2:10][CH2:11][CH2:12][CH2:13][C:14]#[C:15][CH:16]1[C:17]([CH3:30])([c:31]2[cH:32][cH:33][c:34]([O:37][CH2:38][O:39][CH3:40])[cH:35][cH:36]2)[CH2:18][O:19][c:20]2[cH:21][c:22]([O:26][CH2:27][O:28][CH3:29])[cH:23][cH:24][c:25]21)([CH3:42])[CH3:43]. Reactants: C(C)(C)(C)OC(N[C@H](CCC)CN1C(C2=CC=CC=C2C1=O)=O)=O ([(R)-1-(1,3-dioxo-1,3-dihydro-isoindol-2-ylmethyl)-butyl]-carbamic acid tert-butyl ester), O.NN (hydrazine monohydrate). Solvent: CCO (EtOH), C(Cl)Cl (DCM). Conditions: time 48 hour. Product: C(C)(C)(C)OC(N[C@H](CCC)CN)=O (((R)-1-Aminomethyl-butyl)-carbamic acid tert-butyl ester). As a reaction SMILES: [C:1]([O:5][C:6](=[O:24])[NH:7][C@@H:8]([CH2:12][N:13]1C(=O)C2C(=CC=CC=2)C1=O)[CH2:9][CH2:10][CH3:11])([CH3:4])([CH3:3])[CH3:2].O.NN>CCO.C(Cl)Cl>[C:1]([O:5][C:6](=[O:24])[NH:7][C@@H:8]([CH2:12][NH2:13])[CH2:9][CH2:10][CH3:11])([CH3:2])([CH3:3])[CH3:4] |f:1.2|. Procedure details: A mixture of [(R)-1-(1,3-dioxo-1,3-dihydro-isoindol-2-ylmethyl)-butyl]-carbamic acid tert-butyl ester (1.2 g, 3.61 mmol) and hydrazine monohydrate (1.0 mL, 20.6 mmol) in EtOH (25 mL) and DCM (75 mL) is stirred at RT for 48 h. The precipitated solid is removed by filtration and washed with DCM. The filtrate is concentrated in vacuo to afford the title compound as white solid that is used without further purification. Reactants: O=NN1CCCN(C(=O)OCc2ccccc2)CC1, CC(=O)O, O, [Zn]. Product: NN1CCCN(C(=O)OCc2ccccc2)CC1. As a reaction SMILES: [CH2:1]([c:2]1[cH:3][cH:4][cH:5][cH:6][cH:7]1)[O:8][C:9](=[O:10])[N:11]1[CH2:12][CH2:13][N:14]([N:18]=[O:19])[CH2:15][CH2:16][CH2:17]1.[CH3:21][C:22](=[O:23])[OH:24].[OH2:20].[Zn:25]>>[CH2:1]([c:2]1[cH:3][cH:4][cH:5][cH:6][cH:7]1)[O:8][C:9](=[O:10])[N:11]1[CH2:12][CH2:13][N:14]([NH2:18])[CH2:15][CH2:16][CH2:17]1.